Dataset: the Open Reaction Database (ORD), a public repository of structured organic reaction records. Task: describe an organic reaction: reactants, conditions, products, and yield Starting materials: N#Cc1cc2c(=O)c3ccccc3ccn2c1, CC(=O)O, Cl. Product: NC(=O)c1cc2c(=O)c3ccccc3ccn2c1. As a reaction SMILES: [C:1](#[N:2])[c:3]1[cH:4][c:5]2[c:6](=[O:17])[c:7]3[c:8]([cH:9][cH:10][n:11]2[cH:12]1)[cH:13][cH:14][cH:15][cH:16]3.[CH3:19][C:20]([OH:21])=[O:22].[ClH:18]>>[C:1]([NH2:2])([c:3]1[cH:4][c:5]2[c:6](=[O:17])[c:7]3[c:8]([cH:9][cH:10][n:11]2[cH:12]1)[cH:13][cH:14][cH:15][cH:16]3)=[O:21]. Product: C#CC1(O)CCc2c(O)c3c(c(O)c2C1)C(=O)c1ccccc1C3=O. As a reaction SMILES: [Br-:1].[CH2:2]([CH3:3])[Mg+:4].[CH:5]#[CH:6].[O:36]1[CH2:37][CH2:38][CH2:39][CH2:40]1.[OH:30][C:31]([C:32](=[O:33])[OH:34])=[O:35].[OH:7][c:8]1[c:9]2[c:18]([c:19]([OH:27])[c:20]3[c:25]1[CH2:24][CH2:23][C:22](=[O:26])[CH2:21]3)[C:17](=[O:28])[c:16]1[c:11]([cH:12][cH:13][cH:14][cH:15]1)[C:10]2=[O:29]>>[C:2](#[CH:3])[C:22]1([OH:26])[CH2:21][c:20]2[c:19]([OH:27])[c:18]3[c:9]([c:8]([OH:7])[c:25]2[CH2:24][CH2:23]1)[C:10](=[O:29])[c:11]1[cH:12][cH:13][cH:14][cH:15][c:16]1[C:17]3=[O:28]. Starting materials: [Br-], CC[Mg+], C#C, C1CCOC1, O=C(O)C(=O)O, O=C1CCc2c(O)c3c(c(O)c2C1)C(=O)c1ccccc1C3=O. The reactants are O=C(O)CNC(=O)OCc1ccccc1, CC(C)C(N)C(=O)NCC(O)CP(=O)(CC1CCCCC1)OCc1ccccc1, Cl. Product: CC(C)C(NC(=O)CNC(=O)OCc1ccccc1)C(=O)NCC(O)CP(=O)(CC1CCCCC1)OCc1ccccc1. As a reaction SMILES: [C:1](=[O:2])([O:3][CH2:4][c:5]1[cH:6][cH:7][cH:8][cH:9][cH:10]1)[NH:11][CH2:12][C:13](=[O:14])[OH:15].[CH2:17]([c:18]1[cH:19][cH:20][cH:21][cH:22][cH:23]1)[O:24][P:25](=[O:26])([CH2:27][CH:28]1[CH2:29][CH2:30][CH2:31][CH2:32][CH2:33]1)[CH2:34][CH:35]([CH2:36][NH:37][C:38]([CH:39]([CH:40]([CH3:41])[CH3:42])[NH2:43])=[O:44])[OH:45].[ClH:16]>>[C:1](=[O:2])([O:3][CH2:4][c:5]1[cH:6][cH:7][cH:8][cH:9][cH:10]1)[NH:11][CH2:12][C:13](=[O:15])[NH:43][CH:39]([C:38]([NH:37][CH2:36][CH:35]([CH2:34][P:25]([O:24][CH2:17][c:18]1[cH:19][cH:20][cH:21][cH:22][cH:23]1)(=[O:26])[CH2:27][CH:28]1[CH2:29][CH2:30][CH2:31][CH2:32][CH2:33]1)[OH:45])=[O:44])[CH:40]([CH3:41])[CH3:42]. Reactants: C(CC)OC(CCC(=O)O)C (4-propoxyvaleric acid), [H-].[H-].[H-].[H-].[Li+].[Al+3] (LiAlH4), mixture, Cl (hydrochloric acid). The solvent is CCOCC (ether), CCOCC (ether). Conditions: time 12 hour. The product is C(CC)O[C@@H](CCCO)C ((R)-4-propoxypentanol). As a reaction SMILES: [H-].[H-].[H-].[H-].[Li+].[Al+3].[CH2:7]([O:10][CH:11]([CH3:17])[CH2:12][CH2:13][C:14](O)=[O:15])[CH2:8][CH3:9].Cl>CCOCC>[CH2:7]([O:10][C@H:11]([CH3:17])[CH2:12][CH2:13][CH2:14][OH:15])[CH2:8][CH3:9] |f:0.1.2.3.4.5|. Reported procedure: Then, 10.1 g of LiAlH4 was added to 217 ml of dry ether, and under stirring, a solution of the above 4-propoxyvaleric acid in 44 ml of ether was added dropwise at below 10° C. in 3.5 hours. After the addition, the mixture was raised in temperature to 20°-25° C., stirred for 3 hours and then leftstanding for 12 hours. An aqueous 5%-hydrochloric acid solution was added to acidify the mixture (pH 1), which was then subjected to extraction with ether. The ether layer was washed successively with 5%-... Reactants: C=1C=CC(=CC1)N=NC=2C=CC(=NC2N)N.Cl.CC=1C=CC(=CC1)S(=O)(=O)O (pyridium p-toluenesulfonate), C1(=CC=CC=C1)C=1N=CC(=NC1C1=CC=CC=C1)OCCCCOC1OCCCC1 (1-(5,6-diphenylpyrazin-2-yloxy)-4-(2-tetrahydropyranyloxy)butane), ice water. Run in CO (methanol). The product is C1(=CC=CC=C1)C=1N=CC(=NC1C1=CC=CC=C1)OCCCCO (4-(5,6-diphenylpyrazin-2-yloxy)-1-butanol). Isolated yield 91.9%. As a reaction SMILES: [C:1]1([C:7]2[N:8]=[CH:9][C:10]([O:19][CH2:20][CH2:21][CH2:22][CH2:23][O:24]C3CCCCO3)=[N:11][C:12]=2[C:13]2[CH:18]=[CH:17][CH:16]=[CH:15][CH:14]=2)[CH:6]=[CH:5][CH:4]=[CH:3][CH:2]=1.C1C=CC(N=NC2C=CC(N)=NC=2N)=CC=1.Cl.CC1C=CC(S(O)(=O)=O)=CC=1>CO>[C:1]1([C:7]2[N:8]=[CH:9][C:10]([O:19][CH2:20][CH2:21][CH2:22][CH2:23][OH:24])=[N:11][C:12]=2[C:13]2[CH:14]=[CH:15][CH:16]=[CH:17][CH:18]=2)[CH:2]=[CH:3][CH:4]=[CH:5][CH:6]=1 |f:1.2.3|. Procedure: 2.39 g of 1-(5,6-diphenylpyrazin-2-yloxy)-4-(2-tetrahydropyranyloxy)butane was dissolved in methanol and 1.53 g of pyridium p-toluenesulfonate was added, and then the mixture was refluxed for 30 minutes. The reaction solution was cooled, poured into ice water while stirring and then extracted with ethyl acetate. The extract was dried over anhydrous magnesium sulfate and the solvent was evaporated under reduced pressure to obtain 1.74 g of the desired compound as a colorless crystal having a melt... Reactants: FC1=C(C=C(C=N1)C1=CCC(CC1)N1C(OC([C@@H]1C1=CC=CC=C1)(C)C)=O)C1=NC=CC=N1 ((4S)-3-(4-(6-fluoro-5-(pyrimidin-2-yl)pyridin-3-yl)cyclohex-3-en-1-yl)-5,5-dimethyl-4-phenyloxazolidin-2-one), O1CCOCC1 (dioxane), Cl (HCl). Solvent: O (water). Reaction conditions: temperature 100 celsius, time 2 hour. Product: CC1([C@@H](N(C(O1)=O)C1CC=C(CC1)C1=CNC(C(=C1)C1=NC=CC=N1)=O)C1=CC=CC=C1)C ((4S)-5,5-dimethyl-3-(4-(6-oxo-5-(pyrimidin-2-yl)-1,6-dihydropyridin-3-yl)cyclohex-3-en-1-yl)-4-phenyloxazolidin-2-one). Yield: 88.0%. RXN SMILES: F[C:2]1[N:7]=[CH:6][C:5]([C:8]2[CH2:13][CH2:12][CH:11]([N:14]3[C@@H:18]([C:19]4[CH:24]=[CH:23][CH:22]=[CH:21][CH:20]=4)[C:17]([CH3:26])([CH3:25])[O:16][C:15]3=[O:27])[CH2:10][CH:9]=2)=[CH:4][C:3]=1[C:28]1[N:33]=[CH:32][CH:31]=[CH:30][N:29]=1.[O:34]1CCOCC1.Cl>O>[CH3:25][C:17]1([CH3:26])[O:16][C:15](=[O:27])[N:14]([CH:11]2[CH2:12][CH2:13][C:8]([C:5]3[CH:4]=[C:3]([C:28]4[N:33]=[CH:32][CH:31]=[CH:30][N:29]=4)[C:2](=[O:34])[NH:7][CH:6]=3)=[CH:9][CH2:10]2)[C@H:18]1[C:19]1[CH:24]=[CH:23][CH:22]=[CH:21][CH:20]=1. Reported procedure: A resealable tube was charged with (4S)-3-(4-(6-fluoro-5-(pyrimidin-2-yl)pyridin-3-yl)cyclohex-3-en-1-yl)-5,5-dimethyl-4-phenyloxazolidin-2-one (See Step 1 in the synthesis of Examples 72 and 73)(50 mg, 0.112 mmol, 50% ee), dioxane (2.647 mL), and water (882 μL). Concentrated HCl (37%) (221 μL) was added, the system was flushed with argon, and the tube was sealed. The reaction mixture was then stirred at 100° C. for 2 hours. LC-MS indicated a clean and complete reaction. After cooling to room te...